From a dataset of the Open Reaction Database (ORD), a public repository of structured organic reaction records. describe an organic reaction: reactants, conditions, products, and yield Reactants: C1CCOC1, CCN(C(C)C)C(C)C, O=S(=O)(OCC(F)(F)F)C(F)(F)F, O=C(c1csc(C2CCNCC2)c1)N1CCCC2CCCCC21. Yields the product O=C(c1csc(C2CCN(CC(F)(F)F)CC2)c1)N1CCCC2CCCCC21. RXN SMILES: [CH2:46]1[O:47][CH2:48][CH2:49][CH2:50]1.[CH:24]([N:25]([CH2:26][CH3:27])[CH:28]([CH3:29])[CH3:30])([CH3:31])[CH3:32].[F:33][C:34]([CH2:35][O:36][S:37]([C:38]([F:39])([F:40])[F:41])(=[O:42])=[O:43])([F:44])[F:45].[N:1]1([C:11](=[O:12])[c:13]2[cH:14][s:15][c:16]([CH:18]3[CH2:19][CH2:20][NH:21][CH2:22][CH2:23]3)[cH:17]2)[CH2:2][CH2:3][CH2:4][CH:5]2[CH2:6][CH2:7][CH2:8][CH2:9][CH:10]12>>[N:1]1([C:11](=[O:12])[c:13]2[cH:14][s:15][c:16]([CH:18]3[CH2:19][CH2:20][N:21]([CH2:35][C:34]([F:33])([F:44])[F:45])[CH2:22][CH2:23]3)[cH:17]2)[CH2:2][CH2:3][CH2:4][CH:5]2[CH2:6][CH2:7][CH2:8][CH2:9][CH:10]12. The reactants are FC(F)(F)c1cccc(CBr)c1, [H-], [Na+], CN(C)C=O, COC(=O)c1cccc2cc[nH]c12. Product: COC(=O)c1cccc2ccn(Cc3cccc(C(F)(F)F)c3)c12. RXN SMILES: [Br:14][CH2:15][c:16]1[cH:17][c:18]([C:22]([F:23])([F:24])[F:25])[cH:19][cH:20][cH:21]1.[H-:27].[Na+:26].[O:28]=[CH:29][N:30]([CH3:31])[CH3:32].[nH:1]1[cH:2][cH:3][c:4]2[cH:5][cH:6][cH:7][c:8]([C:10](=[O:11])[O:12][CH3:13])[c:9]12>>[n:1]1([CH2:15][c:16]2[cH:17][c:18]([C:22]([F:23])([F:24])[F:25])[cH:19][cH:20][cH:21]2)[cH:2][cH:3][c:4]2[cH:5][cH:6][cH:7][c:8]([C:10](=[O:11])[O:12][CH3:13])[c:9]12. Starting materials: C(C)(C)(C)OO (tert-butyl hydroperoxide), SeO2, C(C=1C(O)=CC=CC1)(=O)O (salicylic acid), C(C)(=O)OC\C=C(/C)\CCC=C(C)C (Geranyl acetate), alcohol, aldehyde, ( 21 ), C(C)(=O)OC\C=C(/C)\CCC=C(C)C (geranyl acetate). The reagents and catalysts are O=[Mn]=O (MnO2). Solvent: C(Cl)Cl (CH2Cl2), C1(=CC=CC=C1)C (toluene), C(Cl)Cl (CH2Cl2), [Al] (aluminum). Reaction conditions: time 20 hour. The product is C\C(=C/COC(=O)C)\CC\C=C(\C=O)/C ((E,E)-3,7-Dimethyl-1-acetoxyl-2,6-octadien-8-al). The yield is 51.0%. Reaction SMILES: [C:1]([O:4][CH2:5]/[CH:6]=[C:7](/[CH2:9][CH2:10][CH:11]=[C:12]([CH3:14])[CH3:13])\[CH3:8])(=[O:3])[CH3:2].C([O:19]O)(C)(C)C.C(O)(=O)C1C(=CC=CC=1)O>[Al].C1(C)C=CC=CC=1.C(Cl)Cl.O=[Mn]=O>[CH3:8]/[C:7](/[CH2:9][CH2:10]/[CH:11]=[C:12](\[CH3:14])/[CH:13]=[O:19])=[CH:6]\[CH2:5][O:4][C:1]([CH3:2])=[O:3]. Procedure: Geranyl acetate was oxidized as described previously with some modification (21). Forty milliliters (0.36 mol) of 90% tert-butyl hydroperoxide was added to a stirred suspension of 1.11 g (0.01 mol) of SeO2, 1.4 g (0.01 mol) of salicylic acid, and 75 ml of CH2Cl2 in a 250 ml round bottom flask covered in aluminum foil. The resulting solution was allowed to stir to homogeneity at room temperature before being placed at 0° C. After ten minutes, 21.5 ml (0.10 mol) of geranyl acetate (4) was introduc... Reactants: B, CC(c1ccccc1)N1CC(C2(NC(=O)OC(C)(C)C)CC2)C(F)C1=O, C1CCOC1, C1CCOC1. Yields the product CC(c1ccccc1)N1CC(F)C(C2(NC(=O)OC(C)(C)C)CC2)C1. As a reaction SMILES: [BH3:6].[C:7]([CH3:8])([CH3:9])([CH3:10])[O:11][C:12](=[O:13])[NH:14][C:15]1([CH:18]2[CH:19]([F:32])[C:20](=[O:31])[N:21]([CH:23]([CH3:24])[c:25]3[cH:26][cH:27][cH:28][cH:29][cH:30]3)[CH2:22]2)[CH2:16][CH2:17]1.[O:1]1[CH2:2][CH2:3][CH2:4][CH2:5]1.[O:33]1[CH2:34][CH2:35][CH2:36][CH2:37]1>>[C:7]([CH3:8])([CH3:9])([CH3:10])[O:11][C:12](=[O:13])[NH:14][C:15]1([CH:18]2[CH:19]([F:32])[CH2:20][N:21]([CH:23]([CH3:24])[c:25]3[cH:26][cH:27][cH:28][cH:29][cH:30]3)[CH2:22]2)[CH2:16][CH2:17]1. Starting materials: OC(C)(C)C1=C(C=CC=C1)C1(CCN(CC1)C)O (4-[2-(1-Hydroxy-1-methylethyl)phenyl]-1-methylpiperidin-4-ol), B(F)(F)F.CCOCC (boron trifluoride diethyl etherate). Solvent: C1=CC=CC=C1 (benzene). Conditions: time 40 hour. The product is CN1CCC2(CC1)OC(C1=C2C=CC=C1)(C)C (1′,3,3-Trimethyl-3H-spiro[2-benzofuran-1,4′-piperidine]). Yield: 55.8%. Reaction SMILES: O[C:2]([C:5]1[CH:10]=[CH:9][CH:8]=[CH:7][C:6]=1[C:11]1([OH:18])[CH2:16][CH2:15][N:14]([CH3:17])[CH2:13][CH2:12]1)([CH3:4])[CH3:3].B(F)(F)F.CCOCC>C1C=CC=CC=1>[CH3:17][N:14]1[CH2:13][CH2:12][C:11]2([C:6]3[CH:7]=[CH:8][CH:9]=[CH:10][C:5]=3[C:2]([CH3:3])([CH3:4])[O:18]2)[CH2:16][CH2:15]1 |f:1.2|. Procedure: To a stirred solution of 4-[2-(1-hydroxy-1-methylethyl)phenyl]-1-methylpiperidin-4-ol (step 2, 4.62 g, 18.5 mmol) in benzene (200 mL) was added dropwise boron trifluoride diethyl etherate (11.0 mL, 86.8 mmol) at room temperature and the mixture was stirred for 40 h at the same temperature. The reaction mixture was quenched by the addition of water (200 mL) and 2 N sodium hydroxide aqueous solution (200 mL), and the benzene layer was separated. The aqueous layer was extracted with diethyl ether, ... RXN SMILES: [CH3:16][C:17](=[O:18])[O:19][C:20](=[O:21])[CH3:22].[NH2:1][c:2]1[n:3][n:4]([CH3:15])[c:5]2[n:6][c:7]3[n:8]([c:9](=[O:11])[c:10]12)[CH2:12][CH2:13][S:14]3.[cH:23]1[cH:24][cH:25][n:26][cH:27][cH:28]1>>[NH:1]([c:2]1[n:3][n:4]([CH3:15])[c:5]2[n:6][c:7]3[n:8]([c:9](=[O:11])[c:10]12)[CH2:12][CH2:13][S:14]3)[C:17]([CH3:16])=[O:18]. The reactants are CC(=O)OC(C)=O, Cn1nc(N)c2c(=O)n3c(nc21)SCC3, c1ccncc1. Product: CC(=O)Nc1nn(C)c2nc3n(c(=O)c12)CCS3. Starting materials: C(C1=CC=CC=C1)N1N=CC(=C1)C=1C(=NC=CC1)OC=1C=C(C(=O)NC2=CC(=CC=C2)C(C)C)C=CC1C (3-(3-(1-benzyl-1H-pyrazol-4-yl)pyridin-2-yloxy)-N-(3-isopropylphenyl)-4-methylbenzamide). Reagents/catalysts: [Pd] (Pd/C). Run in CCOC(=O)C (EtOAc), CO (MeOH). Run at time 16 hour. Yields the product N1N=CC(=C1)C=1C(=NC=CC1)OC=1C=C(C(=O)NC2=CC(=CC=C2)C(C)C)C=CC1C (3-(3-(1H-pyrazol-4-yl)pyridin-2-yloxy)-N-(3-isopropylphenyl)-4-methylbenzamide). As a reaction SMILES: C([N:8]1[CH:12]=[C:11]([C:13]2[C:14]([O:19][C:20]3[CH:21]=[C:22]([CH:35]=[CH:36][C:37]=3[CH3:38])[C:23]([NH:25][C:26]3[CH:31]=[CH:30][CH:29]=[C:28]([CH:32]([CH3:34])[CH3:33])[CH:27]=3)=[O:24])=[N:15][CH:16]=[CH:17][CH:18]=2)[CH:10]=[N:9]1)C1C=CC=CC=1>CCOC(C)=O.CO.[Pd]>[NH:8]1[CH:12]=[C:11]([C:13]2[C:14]([O:19][C:20]3[CH:21]=[C:22]([CH:35]=[CH:36][C:37]=3[CH3:38])[C:23]([NH:25][C:26]3[CH:31]=[CH:30][CH:29]=[C:28]([CH:32]([CH3:34])[CH3:33])[CH:27]=3)=[O:24])=[N:15][CH:16]=[CH:17][CH:18]=2)[CH:10]=[N:9]1. Reported procedure: To 3-(3-(1-benzyl-1H-pyrazol-4-yl)pyridin-2-yloxy)-N-(3-isopropylphenyl)-4-methylbenzamide (65 mg, 0.13 mmol) in EtOAc (4 mL) and MeOH (4 mL) was added Pd/C (10%, 300 mg). The reaction was purged with hydrogen gas and then stirred at rt under a balloon of hydrogen for 16 hours. The reaction was filtered through Celite with EtOAc, concentrated, and purified by Gilson reverse-phase HPLC (0.1% TFA in water/acetonitrile). After a basic workup involving CH2Cl2 and saturated sodium bicarbonate, 3-(3-(...